The task is: describe an organic reaction: reactants, conditions, products, and yield. This data is from the Open Reaction Database (ORD), a public repository of structured organic reaction records. Starting materials: N[C@@H](CC1=CC=C(C=C1)O)C(=O)O (Tyr), NCC(=O)O (Gly), N[C@@H](CC(C)C)C(=O)O (Leu), N[C@@H](CCCNC(N)=N)C(=O)O (Arg). The product is C=1C=CC2=C(C1)C(=CN2)C[C@@H](C(=O)O)NC(=O)[C@H](CC=3C=CC(=CC3)O)N.N[C@@H](CC(C)C)C(=O)N[C@@H](CCCNC(N)=N)C(=O)N[C@@H](CC1=CC=C(C=C1)O)C(=O)NCC(=O)O (Tyr-trp Leu-Arg-Tyr-Gly). Reaction SMILES: [NH2:1][C@H:2]([C:11]([OH:13])=O)[CH2:3][C:4]1[CH:9]=[CH:8][C:7]([OH:10])=[CH:6][CH:5]=1.[NH2:14][C@H:15]([C:20]([OH:22])=[O:21])[CH2:16][CH:17]([CH3:19])[CH3:18].[NH2:23][C@H:24]([C:32]([OH:34])=O)[CH2:25][CH2:26][CH2:27][NH:28][C:29](=[NH:31])[NH2:30].[NH2:35][CH2:36][C:37]([OH:39])=[O:38]>>[CH:24]1[CH:25]=[CH:26][C:27]2[NH:28][CH:19]=[C:17]([CH2:16][C@H:15]([NH:14][C:11]([C@@H:2]([NH2:1])[CH2:3][C:4]3[CH:5]=[CH:6][C:7]([OH:10])=[CH:8][CH:9]=3)=[O:13])[C:20]([OH:22])=[O:21])[C:18]=2[CH:32]=1.[NH2:14][C@H:15]([C:20]([NH:23][C@H:24]([C:32]([NH:1][C@H:2]([C:11]([NH:35][CH2:36][C:37]([OH:39])=[O:38])=[O:13])[CH2:3][C:4]1[CH:5]=[CH:6][C:7]([OH:10])=[CH:8][CH:9]=1)=[O:34])[CH2:25][CH2:26][CH2:27][NH:28][C:29](=[NH:31])[NH2:30])=[O:22])[CH2:16][CH:17]([CH3:18])[CH3:19] |f:4.5|. Reported procedure: AAA: Tyr 1.91(2); Leu 0.91(1); Arg 1.01(1); Gly 1.17(1). Starting materials: N1(C=NC2=C1C=CC=C2)C2=CC=C(C(=N2)NCC=2C=NC=CC2)[N+](=O)[O-] (6-(1H-Benzo[d]imidazol-1-yl)-3-nitro-N-(pyridin-3-ylmethyl)pyridin-2-amine), [O-]S(=O)S(=O)[O-].[Na+].[Na+] (Na2S2O4), N1(C=NC2=C1C=CC=C2)C2=CC=C1C(=N2)N(C(N1)=O)CC=1C=NC=CC1 (5-(1H-Benzo[d]imidazol-1-yl)-3-(pyridin-3-ylmethyl)-1H-imidazo[4,5-b]pyridin-2(3H)-one), N1(C=NC2=C1C=CC=C2)C2=CC=C1C(=N2)N(C=N1)CC=1C=NC=CC1 (5-(1H-benzo[d]imidazol-1-yl)-3-(pyridin-3-ylmethyl)-3H-imidazo[4,5-b]pyridine). Run in CS(=O)C (DMSO), O (water), C(C)(=O)OCC (ethyl acetate). Reaction conditions: time 2 hour. Yields the product N1(C=NC2=C1C=CC=C2)C2=CC=C(C(=N2)NCC=2C=NC=CC2)N (6-(1H-benzo[d]imidazol-1-yl)-N2-(pyridin-3-ylmethyl)pyridine-2,3-diamine). As a reaction SMILES: [N:1]1([C:10]2[N:15]=[C:14]3[N:16]([CH2:20][C:21]4[CH:22]=[N:23][CH:24]=[CH:25][CH:26]=4)C(=O)[NH:18][C:13]3=[CH:12][CH:11]=2)[C:5]2[CH:6]=[CH:7][CH:8]=[CH:9][C:4]=2[N:3]=[CH:2]1.N1(C2N=C3N(CC4C=NC=CC=4)C=NC3=CC=2)C2C=CC=CC=2N=C1.N1(C2N=C(NCC3C=NC=CC=3)C([N+]([O-])=O)=CC=2)C2C=CC=CC=2N=C1.[O-]S(S([O-])=O)=O.[Na+].[Na+]>CS(C)=O.O.C(OCC)(=O)C>[N:1]1([C:10]2[N:15]=[C:14]([NH:16][CH2:20][C:21]3[CH:22]=[N:23][CH:24]=[CH:25][CH:26]=3)[C:13]([NH2:18])=[CH:12][CH:11]=2)[C:5]2[CH:6]=[CH:7][CH:8]=[CH:9][C:4]=2[N:3]=[CH:2]1 |f:3.4.5|. Procedure: 5-(1H-Benzo[d]imidazol-1-yl)-3-(pyridin-3-ylmethyl)-1H-imidazo[4,5-b]pyridin-2(3H)-one (50) and 5-(1H-benzo[d]imidazol-1-yl)-3-(pyridin-3-ylmethyl)-3H-imidazo[4,5-b]pyridine (51). A solution of 6-(1H-benzo[d]imidazol-1-yl)-3-nitro-N-(pyridin-3-ylmethyl)pyridin-2-amine (48) (50 mg) in 1 mL of DMSO was treated with a solution of Na2S2O4 (300 mg) in 1 mL of water. The mixture was stirred for two hours and diluted with 50 mL of ethyl acetate. The mixture was washed three times with 50 mL aliquots of... Starting materials: C(C)(=O)N1CCC2=CC=CC=C12 (1-Acetylindoline), ClCC(=O)Cl (chloroacetylchloride), C(C1=CC=CC=C1)NCC1=CC=CC=C1 (dibenzylamine), [Cl-].[Cl-].[Cl-].[Al+3] (Aluminium trichloride). Solvent: C(=S)=S (carbon disulfide), C(C)#N (acetonitrile), ClCCl (dichloromethane). Conditions: temperature 40 celsius, time 1 hour. The product is C(C)(=O)N1CCC2=CC(=CC=C12)C(CN(CC1=CC=CC=C1)CC1=CC=CC=C1)=O (1-(1-acetyl-2,3-dihydro-1H-indol-5-yl)-2-[bis(phenylmethyl)amino]-ethanone). Isolated yield 85.9%. RXN SMILES: [C:1]([N:4]1[C:12]2[C:7](=[CH:8][CH:9]=[CH:10][CH:11]=2)[CH2:6][CH2:5]1)(=[O:3])[CH3:2].Cl[CH2:14][C:15](Cl)=[O:16].[Cl-].[Cl-].[Cl-].[Al+3].[CH2:22]([NH:29][CH2:30][C:31]1[CH:36]=[CH:35][CH:34]=[CH:33][CH:32]=1)[C:23]1[CH:28]=[CH:27][CH:26]=[CH:25][CH:24]=1>C(#N)C.ClCCl.C(=S)=S>[C:1]([N:4]1[C:12]2[C:7](=[CH:8][C:9]([C:15](=[O:16])[CH2:14][N:29]([CH2:22][C:23]3[CH:28]=[CH:27][CH:26]=[CH:25][CH:24]=3)[CH2:30][C:31]3[CH:36]=[CH:35][CH:34]=[CH:33][CH:32]=3)=[CH:10][CH:11]=2)[CH2:6][CH2:5]1)(=[O:3])[CH3:2] |f:2.3.4.5|. Procedure details: 1-Acetylindoline (A16.1 g, 0.1 mol) and chloroacetylchloride (14.0 g, 9.6 mL, 0.12 mol) were added to carbon disulfide (200 mL) and heated to 40° C. Aluminium trichloride (42 g, 0.315 mol) was added portionwise to the mechanically stirred solution. After the addition was complete, the mixture was refluxed for 2 hours. The carbon disulfide was decanted and the remaining traces of carbon disulfide were evaporated using a stream of nitrogen while stirring the mixture (1 hour). Ice was added (exothe... Starting materials: CN(CCOC1=C(C=CC=C1)NC=1OCC(C1C(=O)OCC)=O)C (ethyl 2-({2-[2-(dimethylamino)ethoxy]phenyl}amino)-4-oxo-4,5-dihydrofuran-3-carboxylate), N1C=C(C2=CC=CN=C12)C=O (7-azaindole-3-carboxaldehyde), N1CCCCC1 (piperidine). Run in CC(C)O (2-propanol). The product is N1C=C(C=2C1=NC=CC2)C=C2C(C(=C(O2)NC2=C(C=CC=C2)OCCN(C)C)C(=O)OCC)=O (Ethyl 5-[(1H-pyrrolo[2,3-b]pyridin-3-yl)methylene]-2-({2-[2-(dimethylamino)ethoxy]phenyl}amino)-4-oxo-4,5-dihydrofuran-3-carboxylate). Isolated yield 21.6%. RXN SMILES: [CH3:1][N:2]([CH3:24])[CH2:3][CH2:4][O:5][C:6]1[CH:11]=[CH:10][CH:9]=[CH:8][C:7]=1[NH:12][C:13]1[O:14][CH2:15][C:16](=[O:23])[C:17]=1[C:18]([O:20][CH2:21][CH3:22])=[O:19].[NH:25]1[C:33]2[C:28](=[CH:29][CH:30]=[CH:31][N:32]=2)[C:27]([CH:34]=O)=[CH:26]1.N1CCCCC1>CC(O)C>[NH:25]1[C:33]2=[N:32][CH:31]=[CH:30][CH:29]=[C:28]2[C:27]([CH:34]=[C:15]2[O:14][C:13]([NH:12][C:7]3[CH:8]=[CH:9][CH:10]=[CH:11][C:6]=3[O:5][CH2:4][CH2:3][N:2]([CH3:1])[CH3:24])=[C:17]([C:18]([O:20][CH2:21][CH3:22])=[O:19])[C:16]2=[O:23])=[CH:26]1. Procedure details: To a solution of ethyl 2-({2-[2-(dimethylamino)ethoxy]phenyl}amino)-4-oxo-4,5-dihydrofuran-3-carboxylate (0.010 g, 0.031 mmol) which similarly prepared according to the procedure described in the Example 29, First step and 7-azaindole-3-carboxaldehyde (0.0042 g, 0.029 mmol) in 2-propanol (0.3 mL), piperidine (0.00028 mL, 0.0028 mmol) was added at ambient temperature. The mixture was refluxed for 24 h. The precipitate was collected by filtration, washed with hot ethanol. The solid was washed with... Product: COC=1C=CN=C(C1OC)C[S+](C=2NC=3C=CC(=CC3N2)OC(F)F)[O-] (Pantoprazole). RXN SMILES: [F:1][CH:2]([F:25])[O:3][C:4]1[CH:24]=[CH:23][C:7]2[NH:8][C:9]([S:11][CH2:12][C:13]3[C:18]([O:19][CH3:20])=[C:17]([O:21][CH3:22])[CH:16]=[CH:15][N:14]=3)=[N:10][C:6]=2[CH:5]=1.CC1C([O:44]CC(F)(F)F)=CC=NC=1CSC1NC2C=CC=CC=2N=1>>[CH3:22][O:21][C:17]1[CH:16]=[CH:15][N:14]=[C:13]([CH2:12][S+:11]([O-:44])[C:9]2[NH:8][C:7]3[CH:23]=[CH:24][C:4]([O:3][CH:2]([F:1])[F:25])=[CH:5][C:6]=3[N:10]=2)[C:18]=1[O:19][CH3:20]. Reactants: FC(OC1=CC2=C(NC(=N2)SCC2=NC=CC(=C2OC)OC)C=C1)F (5-(difluoromethoxy)-2-[[(3,4-dimethoxy-2-pyridinyl]methyl]thio]-1H-benzimidazole), CC=1C(=CC=NC1CSC=2NC=3C=CC=CC3N2)OCC(F)(F)F (Lansoprazole sulfide). Procedure details: The experiment described in example 2 was repeated using 52.2 g 5-(difluoromethoxy)-2-[[(3,4-dimethoxy-2-pyridinyl]methyl]thio]-1H-benzimidazole as substrate instead of Lansoprazole sulfide. 42.3 g of crystallized Pantoprazole are isolated after crystallization and drying (yield 78%). Yield: 78.0%. Starting materials: [OH-].[K+] (potassium hydroxide), [Mn](=O)(=O)(=O)[O-].[K+] (potassium permanganate), C1(CCCC1)OC1=CC(=NC=C1OC(F)F)CO (4-cyclopentyloxy-5-difluoromethoxy-2-hydroxymethylpyridine), C(C)(C)O (isopropanol), [Mn](=O)(=O)(=O)[O-].[K+] (potassium permanganate). Solvent: O (water), O (water). Run at temperature 50 celsius, time 15 minute. The product is C1(CCCC1)OC1=CC(=NC=C1OC(F)F)C(=O)O (4-cyclopentyloxy-5-difluoromethoxypyridine-2-carboxylic acid). As a reaction SMILES: [Mn]([O-])(=O)(=O)=O.[K+].[CH:7]1([O:12][C:13]2[C:18]([O:19][CH:20]([F:22])[F:21])=[CH:17][N:16]=[C:15]([CH2:23][OH:24])[CH:14]=2)[CH2:11][CH2:10][CH2:9][CH2:8]1.[OH-].[K+].C([OH:30])(C)C>O>[CH:7]1([O:12][C:13]2[C:18]([O:19][CH:20]([F:21])[F:22])=[CH:17][N:16]=[C:15]([C:23]([OH:30])=[O:24])[CH:14]=2)[CH2:8][CH2:9][CH2:10][CH2:11]1 |f:0.1,3.4|. Procedure details: Solid potassium permanganate (306 mg) is added portionwise to a stirred suspension of 4-cyclopentyloxy-5-difluoromethoxy-2-hydroxymethylpyridine (250 mg) in water (10 mL) while heating at 50±5° C. The resulting mixture is heated for 1.5 hours at this temperature, then at 70° C. for minutes. A solution of potassium hydroxide (150 mg) in water (1 mL) is added followed by the addition of isopropanol until the excess potassium permanganate is consumed. After 15 minutes, the mixture is cooled and fil... The reactants are C1(CCCC1)N (Cyclopentylamine), C([O-])([O-])=O.[K+].[K+] (potassium carbonate), ClC1=CC(=C(C#N)C=C1)F (4-chloro-2-fluorobenzonitrile). The solvent is CN(C)C=O (DMF). Run at temperature 100 celsius, time 12 hour. Product: ClC1=CC(=C(C#N)C=C1)NC1CCCC1 (4-chloro-2-(cyclopentylamino)benzonitrile). As a reaction SMILES: [CH:1]1([NH2:6])[CH2:5][CH2:4][CH2:3][CH2:2]1.C(=O)([O-])[O-].[K+].[K+].[Cl:13][C:14]1[CH:21]=[CH:20][C:17]([C:18]#[N:19])=[C:16](F)[CH:15]=1>CN(C=O)C>[Cl:13][C:14]1[CH:21]=[CH:20][C:17]([C:18]#[N:19])=[C:16]([NH:6][CH:1]2[CH2:5][CH2:4][CH2:3][CH2:2]2)[CH:15]=1 |f:1.2.3|. Procedure details: Cyclopentylamine and potassium carbonate were added to a DMF solution of 4-chloro-2-fluorobenzonitrile, followed by stirring at 100° C. for 12 hours. By post-treating the reaction liquid, 4-chloro-2-(cyclopentylamino)benzonitrile was obtained. Starting materials: C(N)(=O)C=1OC2=C(C1)C=CC=C2OCC2CO2 (2-carbamoyl-7-(2,3-epoxypropoxy)benzofuran), COC1=C(C=CC=C1)N1CCNCC1 (1-(2-methoxyphenyl)piperazine). The solvent is C(C)O (ethanol). Yields the product C(N)(=O)C=1OC2=C(C1)C=CC=C2OCC(CN2CCN(CC2)C2=C(C=CC=C2)OC)O (2-carbamoyl-7-{2-hydroxy-3-[4-(2-methoxyphenyl)-piperazinyl]propoxy}benzofuran). Reaction SMILES: [C:1]([C:4]1[O:5][C:6]2[C:12]([O:13][CH2:14][CH:15]3[O:17][CH2:16]3)=[CH:11][CH:10]=[CH:9][C:7]=2[CH:8]=1)(=[O:3])[NH2:2].[CH3:18][O:19][C:20]1[CH:25]=[CH:24][CH:23]=[CH:22][C:21]=1[N:26]1[CH2:31][CH2:30][NH:29][CH2:28][CH2:27]1>C(O)C>[C:1]([C:4]1[O:5][C:6]2[C:12]([O:13][CH2:14][CH:15]([OH:17])[CH2:16][N:29]3[CH2:28][CH2:27][N:26]([C:21]4[CH:22]=[CH:23][CH:24]=[CH:25][C:20]=4[O:19][CH3:18])[CH2:31][CH2:30]3)=[CH:11][CH:10]=[CH:9][C:7]=2[CH:8]=1)(=[O:3])[NH2:2]. Procedure: There was suspended 1.2 g (0.005 mole) of 2-carbamoyl-7-(2,3-epoxypropoxy)benzofuran in 15 ml of ethanol, and thereto 1.1 g (0.0055 mole) of 1-(2-methoxyphenyl)piperazine was added. Thereafter, the mixture was refluxed with heating for 2 hours. After completion of the reaction, the solvent was distilled away from the reaction mixture under reduced pressure, and then the resultant residue was crystallized from chloroform and petroleum ether. Starting materials: C1(=CC=CC=C1)CCCC(SCCC(=O)O)C1=CC=C(C=C1)OCCCOC1=CC=C(C=C1)C(C(F)(F)F)=O (3-(4-Phenyl-1-{4-[3-(4-trifluoroacetylphenoxy)propoxy]phenyl}butylthio)propionic acid), SCCC(=O)OC (methyl 3-mercaptopropionate). Reagents/catalysts: [Zn+2].[I-].[I-] (ZnI2). Solvent: C(Cl)Cl (CH2Cl2). Conditions: time 20 minute. Product: COC(CCSC(CCCC1=CC=CC=C1)C1=CC=C(C=C1)OCCCOC1=CC=C(C=C1)C(C(F)(F)F)=O)=O (3-(4-Phenyl-1-{4-[3-(4-trifluoroacetylphenoxy)propoxy]phenyl}butylthio)propionic acid methyl ester). As a reaction SMILES: [C:1]1([CH2:7][CH2:8][CH2:9][CH:10]([C:17]2[CH:22]=[CH:21][C:20]([O:23][CH2:24][CH2:25][CH2:26][O:27][C:28]3[CH:33]=[CH:32][C:31]([C:34](=[O:39])[C:35]([F:38])([F:37])[F:36])=[CH:30][CH:29]=3)=[CH:19][CH:18]=2)[S:11][CH2:12][CH2:13][C:14]([OH:16])=[O:15])[CH:6]=[CH:5][CH:4]=[CH:3][CH:2]=1.S[CH2:41]CC(OC)=O>C(Cl)Cl.[Zn+2].[I-].[I-]>[CH3:41][O:15][C:14](=[O:16])[CH2:13][CH2:12][S:11][CH:10]([C:17]1[CH:22]=[CH:21][C:20]([O:23][CH2:24][CH2:25][CH2:26][O:27][C:28]2[CH:33]=[CH:32][C:31]([C:34](=[O:39])[C:35]([F:36])([F:37])[F:38])=[CH:30][CH:29]=2)=[CH:19][CH:18]=1)[CH2:9][CH2:8][CH2:7][C:1]1[CH:6]=[CH:5][CH:4]=[CH:3][CH:2]=1 |f:3.4.5|. Reported procedure: To a stirring solution of the product of Step 4 (270 mg) and methyl 3-mercaptopropionate (250 mL) in 20 mL of CH2Cl2 was added ZnI2 (700 mg) at 0° C. The mixture was stirred for 20 min. at r.t. and then quenched with 20 mL of 25% NH4OAc, extracted with 100 mL of 2:1 Hexane/EtOAc. The organic extract was dried over Na2SO4 and concentrated. The residue was purified by flash chromatography eluted with 5:1 Hexane/EtOAc to give 320 mg of the title compound. Reactants: OC(C)(C)C1CC(=CCC1C(C)(C)O)C (2-[6-(1-Hydroxy-1-methyl-ethyl)-4-methyl-cyclohex-3-enyl]-propan-2-ol), C1(=CC=C(C=C1)S(=O)(=O)O)C (p-toluenesulfonic acid). Run in C1(=CC=CC=C1)C (toluene). Product: CC1(OC(C2CC(=CCC12)C)(C)C)C (1,1,3,3,5-pentamethyl-1,3,3a,4,7,7a-hexahydro-isobenzofuran). Yield: 9.4%. RXN SMILES: O[C:2]([CH:5]1[CH:10]([C:11]([OH:14])([CH3:13])[CH3:12])[CH2:9][CH:8]=[C:7]([CH3:15])[CH2:6]1)([CH3:4])[CH3:3].C1(C)C=CC(S(O)(=O)=O)=CC=1>C1(C)C=CC=CC=1>[CH3:12][C:11]1([CH3:13])[CH:10]2[CH:5]([CH2:6][C:7]([CH3:15])=[CH:8][CH2:9]2)[C:2]([CH3:4])([CH3:3])[O:14]1. Reported procedure: 2-[6-(1-Hydroxy-1-methyl-ethyl)-4-methyl-cyclohex-3-enyl]-propan-2-ol (720 g, 3.3 mol, obtained as detailed above) was loaded into a round bottom flask fitted with a Bidwell-Sterling trap and dissolved in toluene (1 L). An acid catalyst p-toluenesulfonic acid (pTSA, 40 g, 0.18 mol) was added and the mixture was heated to reflux. The reflux was maintained for 1.5 hours. Water was collected in the Bidwell-Sterling trap during this period. GC analysis indicated the completion of the reaction. The r...